This data is from the Open Reaction Database (ORD), a public repository of structured organic reaction records. The task is: describe an organic reaction: reactants, conditions, products, and yield Reactants: ( 6H ), ( 1H ), ( 1H ), ( 1H ), ( 3H ), ( 2H ), NC=1C2=C(N=CN1)N(C(=C2C2=CC(=CC=C2)OCC2=CC=CC=C2)C)[C@H]2C[C@H](C2)CO (cis-{3-[4-amino-5-(3-benzyloxy-phenyl)-6-methyl-pyrrolo[2,3-d]pyrimidin-7-yl]-cyclobutyl}methanol), C1(=CC=C(C=C1)S(=O)(=O)Cl)C (p-toluenesulfonyl chloride), ( 1H ), OC1CCNCC1 (4-hydroxypiperidine), ( 1H ). Solvent: N1=CC=CC=C1 (pyridine). Yields the product NC=1C2=C(N=CN1)N(C(=C2C2=CC(=CC=C2)OCC2=CC=CC=C2)C)[C@H]2C[C@H](C2)CN2CCC(CC2)O (cis-1-{3-[4-Amino-5-(3-benzyloxy-phenyl)-6-methyl-pyrrolo[2,3-d]pyrimidin-7-yl]-cyclobutylmethyl}-piperidin-4-ol). Reaction SMILES: [NH2:1][C:2]1[C:3]2[C:10]([C:11]3[CH:16]=[CH:15][CH:14]=[C:13]([O:17][CH2:18][C:19]4[CH:24]=[CH:23][CH:22]=[CH:21][CH:20]=4)[CH:12]=3)=[C:9]([CH3:25])[N:8]([C@@H:26]3[CH2:29][C@H:28]([CH2:30]O)[CH2:27]3)[C:4]=2[N:5]=[CH:6][N:7]=1.C1(C)C=CC(S(Cl)(=O)=O)=CC=1.[OH:43][CH:44]1[CH2:49][CH2:48][NH:47][CH2:46][CH2:45]1>N1C=CC=CC=1>[NH2:1][C:2]1[C:3]2[C:10]([C:11]3[CH:16]=[CH:15][CH:14]=[C:13]([O:17][CH2:18][C:19]4[CH:20]=[CH:21][CH:22]=[CH:23][CH:24]=4)[CH:12]=3)=[C:9]([CH3:25])[N:8]([C@@H:26]3[CH2:29][C@H:28]([CH2:30][N:47]4[CH2:48][CH2:49][CH:44]([OH:43])[CH2:45][CH2:46]4)[CH2:27]3)[C:4]=2[N:5]=[CH:6][N:7]=1. Procedure details: The title compound is prepared in analogy to Example 116 starting from 0.35 g (0.84 mmol) cis-{3-[4-amino-5-(3-benzyloxy-phenyl)-6-methyl-pyrrolo[2,3-d]pyrimidin-7-yl]-cyclobutyl}methanol and 0.328 g (1.69 mmol) p-toluenesulfonyl chloride in 3.5 ml dry pyridine, followed by 0.87 g (8.44 mmol) 4-hydroxypiperidine (Fluka, Buchs, Switzerland). Analytical HPLC: tR=8.76 min (Grad 1); ES-MS: m/eo=498.2; NMR (DMSO-d6; not all signals reported): 8.07/s (1H), 7.25-7.5/several m's (6H), 7.01/“d” (1H); 6.9... The reactants are CN(C)C=O, ClCc1c[nH]cn1, Cl, [H-], [Na+], N#CC(c1ccccc1)c1ccc(C(F)(F)F)cc1. Yields the product N#CC(Cc1c[nH]cn1)(c1ccccc1)c1ccc(C(F)(F)F)cc1. Reaction SMILES: [CH3:30][N:31]([CH3:32])[CH:33]=[O:34].[Cl:23][CH2:24][c:25]1[n:26][cH:27][nH:28][cH:29]1.[ClH:22].[H-:20].[Na+:21].[c:1]1([CH:7]([C:8]#[N:9])[c:10]2[cH:11][cH:12][c:13]([C:16]([F:17])([F:18])[F:19])[cH:14][cH:15]2)[cH:2][cH:3][cH:4][cH:5][cH:6]1>>[c:1]1([C:7]([C:8]#[N:9])([c:10]2[cH:11][cH:12][c:13]([C:16]([F:17])([F:18])[F:19])[cH:14][cH:15]2)[CH2:24][c:25]2[n:26][cH:27][nH:28][cH:29]2)[cH:2][cH:3][cH:4][cH:5][cH:6]1. The reactants are CC(=O)O, Cn1c(C(F)(F)F)cnc(-c2cc([N+](=O)[O-])c(Cl)cc2Cl)c1=O, [Fe], O. Product: Cn1c(C(F)(F)F)cnc(-c2cc(N)c(Cl)cc2Cl)c1=O. Reaction SMILES: [CH3:25][C:26](=[O:27])[OH:28].[Cl:2][c:3]1[c:4](-[c:13]2[c:14](=[O:24])[n:15]([CH3:23])[c:16]([C:19]([F:20])([F:21])[F:22])[cH:17][n:18]2)[cH:5][c:6]([N+:10]([O-:11])=[O:12])[c:7]([Cl:9])[cH:8]1.[Fe:29].[OH2:1]>>[Cl:2][c:3]1[c:4](-[c:13]2[c:14](=[O:24])[n:15]([CH3:23])[c:16]([C:19]([F:20])([F:21])[F:22])[cH:17][n:18]2)[cH:5][c:6]([NH2:10])[c:7]([Cl:9])[cH:8]1. Reaction conditions: time 8 hour. The product is Br.C(C)(=O)NS(=O)(=O)C=1C=C(C=CC1Cl)C1(N(C(SC1)=NC)C)O (4-(3-Acetylsulfamoyl-4-chloro-phenyl)-3-methyl-2-methylimino-1,3-thiazolidine-4-ol-hydrobromide). Reactants: C(C)(=O)NS(=O)(=O)C=1C=C(C=CC1Cl)C(CBr)=O (3'-acetylsulfamoyl-2-bromo-4'-chloro-acetophenone), CNC(=S)NC (1,3-dimethyl thiourea). Procedure details: 10.5 g of 3'-acetylsulfamoyl-2-bromo-4'-chloro-acetophenone are dissolved in 100 ml of ethanol and heated to 45°-50° C during 5 minutes after the addition of 3 g of 1,3-dimethyl thiourea. After standing overnight at 20° C the solvent is expelled under reduced pressure, the residue is dissolved in acetone and the product is precipitated with diisopropyl ether while stirring. Run in C(C)O (ethanol), CC(=O)C (acetone). Reaction SMILES: [C:1]([NH:4][S:5]([C:8]1[CH:9]=[C:10]([C:15](=[O:18])[CH2:16][Br:17])[CH:11]=[CH:12][C:13]=1[Cl:14])(=[O:7])=[O:6])(=[O:3])[CH3:2].[CH3:19][NH:20][C:21]([NH:23][CH3:24])=[S:22]>C(O)C.CC(C)=O>[BrH:17].[C:1]([NH:4][S:5]([C:8]1[CH:9]=[C:10]([C:15]2([OH:18])[CH2:16][S:22][C:21](=[N:20][CH3:19])[N:23]2[CH3:24])[CH:11]=[CH:12][C:13]=1[Cl:14])(=[O:7])=[O:6])(=[O:3])[CH3:2] |f:4.5|. The product is Cc1ccccc1C(=O)c1ccc(Nc2ccc(Br)cc2COCCN2C(=O)CNC2=O)cc1Cl. RXN SMILES: [Br:1][c:2]1[cH:3][c:4]([CH2:25][O:26][CH2:27][CH2:28][OH:29])[c:5]([NH:8][c:9]2[cH:10][c:11]([Cl:24])[c:12]([C:15](=[O:16])[c:17]3[c:18]([CH3:23])[cH:19][cH:20][cH:21][cH:22]3)[cH:13][cH:14]2)[cH:6][cH:7]1.[O:30]=[C:31]1[CH2:32][NH:33][C:34](=[O:35])[NH:36]1>>[Br:1][c:2]1[cH:3][c:4]([CH2:25][O:26][CH2:27][CH2:28][N:36]2[C:31](=[O:30])[CH2:32][NH:33][C:34]2=[O:35])[c:5]([NH:8][c:9]2[cH:10][c:11]([Cl:24])[c:12]([C:15](=[O:16])[c:17]3[c:18]([CH3:23])[cH:19][cH:20][cH:21][cH:22]3)[cH:13][cH:14]2)[cH:6][cH:7]1. The reactants are Cc1ccccc1C(=O)c1ccc(Nc2ccc(Br)cc2COCCO)cc1Cl, O=C1CNC(=O)N1. Reactants: C(C)OC(=O)C1OC2=C(C=CC=C2CC1)OC (8-methoxy-2-chromancarboxylic acid ethyl ester), [OH-].[Na+] (sodium hydroxide). Run in C(C)O (ethanol). Conditions: time 24 hour. Product: COC=1C=CC=C2CCC(OC12)C(=O)O (8-methoxychroman-2-carboxylic acid). Yield: 106.3%. As a reaction SMILES: C([O:3][C:4]([CH:6]1[CH2:15][CH2:14][C:13]2[C:8](=[C:9]([O:16][CH3:17])[CH:10]=[CH:11][CH:12]=2)[O:7]1)=[O:5])C.[OH-].[Na+]>C(O)C>[CH3:17][O:16][C:9]1[CH:10]=[CH:11][CH:12]=[C:13]2[C:8]=1[O:7][CH:6]([C:4]([OH:5])=[O:3])[CH2:15][CH2:14]2 |f:1.2|. Procedure: The mixture of 100.7 g (0.43 mol) 8-methoxy-2-chromancarboxylic acid ethyl ester and 20.1 g (0.50 mol) sodium hydroxide in 800 ml ethanol was stirred for 24 h at 20°. After evaporation, the residue was treated with water and extracted with diethyl ether. The aqueous phase was acidified and then extracted with diethylether. Usual work-up yielded 95.2 g of crystalline 8-methoxychroman-2-carboxylic acid. The solvent is C(=O)O (formic acid). Reaction SMILES: [S:1]1[CH:5]=[CH:4][N:3]=[C:2]1[C:6]1[CH:11]=[CH:10][C:9]([CH2:12][N:13]([NH:37]C(OC(C)(C)C)=O)[CH2:14][C@H:15]([OH:36])[C@@H:16]([NH:24][C:25](=[O:35])[C@H:26]([CH:32]([CH3:34])[CH3:33])[NH:27][C:28]([O:30][CH3:31])=[O:29])[CH2:17][C:18]2[CH:23]=[CH:22][CH:21]=[CH:20][CH:19]=2)=[CH:8][CH:7]=1>C(O)=O>[S:1]1[CH:5]=[CH:4][N:3]=[C:2]1[C:6]1[CH:7]=[CH:8][C:9]([CH2:12][N:13]([NH2:37])[CH2:14][C@H:15]([OH:36])[C@@H:16]([NH:24][C:25](=[O:35])[C@H:26]([CH:32]([CH3:34])[CH3:33])[NH:27][C:28]([O:30][CH3:31])=[O:29])[CH2:17][C:18]2[CH:23]=[CH:22][CH:21]=[CH:20][CH:19]=2)=[CH:10][CH:11]=1. Reported procedure: 0.94 g (1.5 mmol) of 1-[4-(thiazol-2-yl)-phenyl]-4(S)-hydroxy-2-(tert-butoxycarbonyl)amino-5(S)-N-(N-methoxycarbonyl-(L)-valyl)amino-6-phenyl-2-azahexane and 18 ml of formic acid are stirred at room temperature for 6 hours and worked up analogously to Example 2d to form the title compound: FAB MS (M+H)+=526. Reactants: S1C(=NC=C1)C1=CC=C(C=C1)CN(C[C@@H]([C@H](CC1=CC=CC=C1)NC([C@@H](NC(=O)OC)C(C)C)=O)O)NC(=O)OC(C)(C)C (1-[4-(thiazol-2-yl)-phenyl]-4(S)-hydroxy-2-(tert-butoxycarbonyl)amino-5(S)-N-(N-methoxycarbonyl-(L)-valyl)amino-6-phenyl-2-azahexane). Product: S1C(=NC=C1)C1=CC=C(C=C1)CN(C[C@@H]([C@H](CC1=CC=CC=C1)NC([C@@H](NC(=O)OC)C(C)C)=O)O)N (1-[4-(Thiazol-2-yl)-phenyl]-4(S)-hydroxy-2-amino-5(S)-N-(N-methoxycarbonyl-(L)-valyl)amino-6-phenyl-2-azahexane).